From a dataset of the Open Reaction Database (ORD), a public repository of structured organic reaction records. describe an organic reaction: reactants, conditions, products, and yield Starting materials: MgO, ClC1=CC(=NC=N1)N(CCC)N1C=CC2=CC=CC=C12 (6-chloro-N-(1H-indol-1-yl)-N-propyl-4-pyrimidinamine). The reagents and catalysts are [Pd] (Pd/C). The solvent is C(C)O (ethanol). Reaction conditions: time 3 hour. The product is N1(C=CC2=CC=CC=C12)N(C1=NC=NC=C1)CCC (N-(1H-Indol-1-yl)-N-propyl-4-pyrimidinamine). The yield is 64.9%. RXN SMILES: Cl[C:2]1[N:7]=[CH:6][N:5]=[C:4]([N:8]([N:12]2[C:20]3[C:15](=[CH:16][CH:17]=[CH:18][CH:19]=3)[CH:14]=[CH:13]2)[CH2:9][CH2:10][CH3:11])[CH:3]=1>[Pd].C(O)C>[N:12]1([N:8]([CH2:9][CH2:10][CH3:11])[C:4]2[CH:3]=[CH:2][N:7]=[CH:6][N:5]=2)[C:20]2[C:15](=[CH:16][CH:17]=[CH:18][CH:19]=2)[CH:14]=[CH:13]1. Procedure details: To 100 ml ethanol, was added 10% Pd/C (1.2 g), MgO (1.0 g), and 6-chloro-N-(1H-indol-1-yl)-N-propyl-4-pyrimidinamine (4.2 g). After stirring under H2 at ambient temperature for three hours, the mixture was filtered, and the filtrate evaporated to 4.0 g of an oil. This material was eluted on a silica gel column with 10% ethyl acetate/DCM via HPLC, to give 2.4 g (66%) of an oil, product N-(1H-Indol-1-yl)-N-propyl-4-pyrimidinamine.